This data is from the Open Reaction Database (ORD), a public repository of structured organic reaction records. The task is: describe an organic reaction: reactants, conditions, products, and yield Reactants: COC(=O)C=1C=C(C=CC1CC=1N(C(=C(C1)C)C(C1=CC=C(C=C1)Cl)=O)C)NS(=O)(=O)C (N-{3-Methoxycarbonyl-4-[5-(4-chlorobenzoyl)-1,4-dimethyl-1H-pyrrol-2-ylmethyl]phenyl}methanesulfonamide), [OH-].[Na+] (sodium hydroxide), Cl (HCl). Run in O (water), CO.C1CCOC1 (methanol THF). Conditions: time 64 hour. Yields the product C(=O)(O)C=1C=C(C=CC1CC=1N(C(=C(C1)C)C(C1=CC=C(C=C1)Cl)=O)C)NS(=O)(=O)C (N-{3-carboxy-4-[5-(4-chlorobenzoyl)-1,4-dimethyl-1H-pyrrol-2-ylmethyl]phenyl}-methanesulfonamide). The yield is 70.4%. Reaction SMILES: C[O:2][C:3]([C:5]1[CH:6]=[C:7]([NH:28][S:29]([CH3:32])(=[O:31])=[O:30])[CH:8]=[CH:9][C:10]=1[CH2:11][C:12]1[N:13]([CH3:27])[C:14]([C:18](=[O:26])[C:19]2[CH:24]=[CH:23][C:22]([Cl:25])=[CH:21][CH:20]=2)=[C:15]([CH3:17])[CH:16]=1)=[O:4].[OH-].[Na+].Cl>CO.C1COCC1.O>[C:3]([C:5]1[CH:6]=[C:7]([NH:28][S:29]([CH3:32])(=[O:31])=[O:30])[CH:8]=[CH:9][C:10]=1[CH2:11][C:12]1[N:13]([CH3:27])[C:14]([C:18](=[O:26])[C:19]2[CH:20]=[CH:21][C:22]([Cl:25])=[CH:23][CH:24]=2)=[C:15]([CH3:17])[CH:16]=1)([OH:4])=[O:2] |f:1.2,4.5|. Procedure details: N-{3-Methoxycarbonyl-4-[5-(4-chlorobenzoyl)-1,4-dimethyl-1H-pyrrol-2-ylmethyl]phenyl}methanesulfonamide (735 mg, 1.54 mmol) and 2.5 N sodium hydroxide (2.5 ml) were dissolved in a 1:1 mixture of methanol-THF (40 ml) and stirred at room temperature for 64 h. The mixture was diluted with water, acidified to pH 2 with 2.0 N HCl, and extracted with ethyl acetate. The organic extracts were washed with brine, dried over sodium sulfate and concentrated to dryness. Crystallization from methylene chlorid... The reactants are O=C1N(C(C2=CC=CC=C12)=O)OCCCOC=1C=C(C=C(C1)C(=O)N(CC=C)C1CCCC1)Cl ({5-[3-(1,3-dioxoisoindolin-2-yloxy)propoxy]-3-chlorophenyl}-N-cyclopentyl-N-prop-2-enylcarboxamide), CN (methylamine). Solvent: C(C)O (ethanol). Reaction conditions: time 16 hour. The product is NOCCCOC=1C=C(C=C(C1)C(=O)N(CC=C)C1CCCC1)Cl ({5-[3-(aminooxy)propoxy]-3-chlorophenyl}-N-cyclopentyl-N-prop-2-enyl carboxamide). Isolated yield 38.3%. As a reaction SMILES: O=C1C2C(=CC=CC=2)C(=O)[N:3]1[O:12][CH2:13][CH2:14][CH2:15][O:16][C:17]1[CH:18]=[C:19]([Cl:34])[CH:20]=[C:21]([C:23]([N:25]([CH:29]2[CH2:33][CH2:32][CH2:31][CH2:30]2)[CH2:26][CH:27]=[CH2:28])=[O:24])[CH:22]=1.CN>C(O)C>[NH2:3][O:12][CH2:13][CH2:14][CH2:15][O:16][C:17]1[CH:18]=[C:19]([Cl:34])[CH:20]=[C:21]([C:23]([N:25]([CH:29]2[CH2:30][CH2:31][CH2:32][CH2:33]2)[CH2:26][CH:27]=[CH2:28])=[O:24])[CH:22]=1. Procedure: To a solution of ethanol (50 mL) and phthalimide 18 (1.8 g, 3.7 mmol) was added 40% aqueous methylamine (25 mL). The reaction mixture was stirred at ambient temperature for 16 h. The reaction mixture was concentrated in vaczio and then chromatographed on silica gel to provide hydroxylamine 19 (0.5 g; 15% from 16). 1H NMR (300 MHz, CDCl3) δ 6.92 (s, 2H), 6.79 (s, 1H), 5.92 (bs, 1H), 5.40 (s, 2H), 5.17 (m, 2H), 4.04 (t, 2H), 3.88-4.03 (m, 3H), 3.82 (t, 2H), 3.88-4.03 (m, 3H), 3.82 (t, 2H), 2.01-2.... The reactants are CC(C(=O)O)(C)OC1=CC=CC=C1 (2-Methyl-2-phenoxypropionic acid), CC(C(=O)Cl)(C)OC1=CC=CC=C1 (2-methyl-2-phenoxypropionic acid chloride), acid chloride, NC1=CC=C(C=C1)N1C2=C(NC(CC1=O)=O)C1=CC=CC=C1C=C2 (5-(4-aminophenyl)-1H-naphtho[1,2-b][1,4]diazepine-2,4(3H,5H)-dione). The product is CC(C(=O)NC1=CC=C(C=C1)N1C2=C(NC(CC1=O)=O)C1=CC=CC=C1C=C2)(C)OC2=CC=CC=C2 (5-[4-(2-Methyl-2-phenoxypropionylamino)phenyl]-1H-naphtho[1,2-b][1,4]diazepine-2,4(3H,5H)-dione). The yield is 101.0%. As a reaction SMILES: [CH3:1][C:2]([O:7][C:8]1[CH:13]=[CH:12][CH:11]=[CH:10][CH:9]=1)([CH3:6])[C:3]([OH:5])=O.[NH2:14][C:15]1[CH:20]=[CH:19][C:18]([N:21]2[C:27](=[O:28])[CH2:26][C:25](=[O:29])[NH:24][C:23]3[C:30]4[C:35]([CH:36]=[CH:37][C:22]2=3)=[CH:34][CH:33]=[CH:32][CH:31]=4)=[CH:17][CH:16]=1.CC(OC1C=CC=CC=1)(C)C(Cl)=O>>[CH3:6][C:2]([O:7][C:8]1[CH:13]=[CH:12][CH:11]=[CH:10][CH:9]=1)([CH3:1])[C:3]([NH:14][C:15]1[CH:20]=[CH:19][C:18]([N:21]2[C:27](=[O:28])[CH2:26][C:25](=[O:29])[NH:24][C:23]3[C:30]4[C:35]([CH:36]=[CH:37][C:22]2=3)=[CH:34][CH:33]=[CH:32][CH:31]=4)=[CH:17][CH:16]=1)=[O:5]. Procedure details: 2-Methyl-2-phenoxypropionic acid (34 mg, 0.189 mmol) was made into acid chloride in a conventional manner. By using 5-(4-aminophenyl)-1H-naphtho[1,2-b][1,4]diazepine-2,4(3H,5H)-dione (30 mg, 0.095 mmol) obtained in Example 1, (3), and 2-methyl-2-phenoxypropionic acid chloride mentioned above, the title compound (46 mg, yield 100%) was obtained in the same manner as that of Example 1. The reactants are Cc1ccccc1, COc1ccc(C(=O)c2cccnc2Cl)cc1, [H-], [Na+], O=C1CCCN1, O. The product is COc1ccc(C(=O)c2cccnc2N2CCCC2=O)cc1. RXN SMILES: [CH3:27][c:28]1[cH:29][cH:30][cH:31][cH:32][cH:33]1.[Cl:9][c:10]1[n:11][cH:12][cH:13][cH:14][c:15]1[C:16]([c:17]1[cH:18][cH:19][c:20]([O:23][CH3:24])[cH:21][cH:22]1)=[O:25].[H-:1].[Na+:2].[O:3]=[C:4]1[NH:5][CH2:6][CH2:7][CH2:8]1.[OH2:26]>>[O:3]=[C:4]1[N:5]([c:10]2[n:11][cH:12][cH:13][cH:14][c:15]2[C:16]([c:17]2[cH:18][cH:19][c:20]([O:23][CH3:24])[cH:21][cH:22]2)=[O:25])[CH2:6][CH2:7][CH2:8]1. Reaction SMILES: [C:28](=[O:29])([OH:30])[O-:31].[CH2:1]([CH:2]=[CH2:3])[N:4]1[S:5](=[O:19])(=[O:20])[C:6]([CH3:17])([CH3:18])[CH:7]([OH:16])[c:8]2[c:9]1[cH:10][cH:11][c:12]([S:14][CH3:15])[cH:13]2.[CH2:21]([SiH:22]([CH2:23][CH3:24])[CH2:25][CH3:26])[CH3:27].[Na+:32].[OH:33][C:34]([C:35]([F:36])([F:37])[F:38])=[O:39]>>[CH2:1]([CH:2]=[CH2:3])[N:4]1[S:5](=[O:19])(=[O:20])[C:6]([CH3:17])([CH3:18])[CH2:7][c:8]2[c:9]1[cH:10][cH:11][c:12]([S:14][CH3:15])[cH:13]2. Yields the product C=CCN1c2ccc(SC)cc2CC(C)(C)S1(=O)=O. Starting materials: O=C([O-])O, C=CCN1c2ccc(SC)cc2C(O)C(C)(C)S1(=O)=O, CC[SiH](CC)CC, [Na+], O=C(O)C(F)(F)F.